Task: describe an organic reaction: reactants, conditions, products, and yield. Dataset: the Open Reaction Database (ORD), a public repository of structured organic reaction records The reactants are intermediate, ClCC(=O)Cl (chloroacetyl chloride), CS (methyl mercaptan), [H-].[Na+] (sodium hydride), CC(=S)C(C)N(C1=C(C=CC=C1C)C)C(CCl)=O (N-(1'-methylthiocarbonylethyl)-N-chloroacetyl-2,6-dimethylaniline). Run in C(C)OCC (diethyl ether), O1CCCC1 (tetrahydrofurane), O1CCCC1 (tetrahydrofurane). Conditions: time 48 hour. The product is CC(=S)C(C)N(C1=C(C=CC=C1C)C)C(CC)=S (N-(1'-Methylthiocarbonyl-ethyl)-N-methylthioacetyl-2,6-dimethylaniline). RXN SMILES: C[SH:2].[H-].[Na+].[CH3:5][C:6]([CH:8]([N:10]([C:19](=O)CCl)[C:11]1[C:16]([CH3:17])=[CH:15][CH:14]=[CH:13][C:12]=1[CH3:18])[CH3:9])=[S:7].Cl[CH2:24][C:25](Cl)=O>O1CCCC1.C(OCC)C>[CH3:5][C:6]([CH:8]([N:10]([C:19](=[S:2])[CH2:24][CH3:25])[C:11]1[C:16]([CH3:17])=[CH:15][CH:14]=[CH:13][C:12]=1[CH3:18])[CH3:9])=[S:7] |f:1.2|. Reported procedure: While passing in nitrogen and stirring, 3.1 g of methyl mercaptan are introduced into a suspension of 2.8 g of 55% sodium hydride in 150 ml of tetrahydrofurane and subsequently 18 g of N-(1'-methylthiocarbonylethyl)-N-chloroacetyl-2,6-dimethylaniline (prepared by chloroacetylating the intermediate obtained in Example 1a) with, for example, chloroacetyl chloride) in 50 ml of tetrahydrofurane were added dropwise. Stirring was continued for 48 hours at room temperature and the reaction mixture was ... Reactants: C(C1=CC=CC=C1)N1CCC(CC1)=O (1-Benzyl-4-piperidone), O=C1OC[C@H](N1)CC=1C=C2C=CNC2=CC1 ((R)-5-(2-oxo-1,3-oxazolidin-4-ylmethyl)-1H-indole). Solvent: C(C)(=O)O (acetic acid). Yields the product O.C(C1=CC=CC=C1)N1CCC(=CC1)C1=CNC2=CC=C(C=C12)C[C@H]1NC(OC1)=O ((R)-3-(1-benzyl-1,2,3,6-tetrahydro-4-pyridyl)-5-(2-oxo -1,3-oxazolidin-4-ylmethyl)-1H-indole hydrate). The yield is 13.3%. Reaction SMILES: [CH2:1]([N:8]1[CH2:13][CH2:12][C:11](=[O:14])[CH2:10][CH2:9]1)[C:2]1[CH:7]=[CH:6][CH:5]=[CH:4][CH:3]=1.[O:15]=[C:16]1[NH:20][C@H:19]([CH2:21][C:22]2[CH:23]=[C:24]3[C:28](=[CH:29][CH:30]=2)[NH:27][CH:26]=[CH:25]3)[CH2:18][O:17]1>C(O)(=O)C>[OH2:14].[CH2:1]([N:8]1[CH2:13][CH:12]=[C:11]([C:25]2[C:24]3[C:28](=[CH:29][CH:30]=[C:22]([CH2:21][C@@H:19]4[CH2:18][O:17][C:16](=[O:15])[NH:20]4)[CH:23]=3)[NH:27][CH:26]=2)[CH2:10][CH2:9]1)[C:2]1[CH:7]=[CH:6][CH:5]=[CH:4][CH:3]=1 |f:3.4|. Reported procedure: 1-Benzyl-4-piperidone (Aldrich, 2.8 g) was added to a stirred suspension of (R)-5-(2-oxo-1,3-oxazolidin-4-ylmethyl)-1H-indole (1.0 g), the immediate precursor of the product of Synthetic Example 16, in glac. acetic acid (20 ml) and stirred at 100° C. for 3 hours. The cooled mixture was evaporated in vacuo and the residue taken up in methanol, basified with NH4OH and evaporated in vacuo to give a dark tar. The latter was eluted through a silica column using DCM/EtOH/NH4OH (100:8:1) as eluant and ... The reactants are CC(CS(=O)(=O)C1=CC=CC=C1)[C@H]1CC[C@H]2C3=CC=C4C[C@H](C[C@@H]([C@]4(C)[C@H]3CC[C@]12C)O[Si](C)(C)C(C)(C)C)O[Si](C)(C)C(C)(C)C (20-methyl-1α,3β-bis(t-butyldimethylsilyloxy)-21-phenylsulfonylpregna-5,7-diene), CC(CC=O)(C)OC1OCCCC1 (3-methyl-3-(2-tetrahydropyranyloxy)butanal), C(C)(C)[N-]C(C)C.[Li+] (lithium diisopropylamide), C(CCC)[Li] (butyllithium), C(C)(C)NC(C)C (diisopropylamine), [Cl-].[NH4+] (ammonium chloride). The solvent is O1CCCC1 (tetrahydrofuran), C(C)OCC (Diethyl ether), O1CCCC1 (tetrahydrofuran), O1CCCC1 (tetrahydrofuran), CCCCCC (hexane). Reaction conditions: temperature -30 celsius, time 30 minute. Yields the product [Si](C)(C)(C(C)(C)C)O[C@H]1C[C@@H](CC2=CC=C3[C@@H]4CC[C@H]([C@@H](C(C(CC(C)(C)OC5OCCCC5)O)S(=O)(=O)C5=CC=CC=C5)C)[C@]4(CC[C@@H]3[C@@]12C)C)O[Si](C)(C)C(C)(C)C (1α,3β-bis(t-butyldimethylsilyloxy)-22-phenylsulfonyl-25-(2 -tetrahydropyranyloxy)cholesta-5,7-dien-23-ol). Isolated yield 75.6%. Reaction SMILES: [CH3:1][CH:2]([C@@H:13]1[C@:30]2([CH3:31])[C@H:16]([C:17]3[C@H:27]([CH2:28][CH2:29]2)[C@:25]2([CH3:26])[C:20]([CH2:21][C@@H:22]([O:40][Si:41]([C:44]([CH3:47])([CH3:46])[CH3:45])([CH3:43])[CH3:42])[CH2:23][C@@H:24]2[O:32][Si:33]([C:36]([CH3:39])([CH3:38])[CH3:37])([CH3:35])[CH3:34])=[CH:19][CH:18]=3)[CH2:15][CH2:14]1)[CH2:3][S:4]([C:7]1[CH:12]=[CH:11][CH:10]=[CH:9][CH:8]=1)(=[O:6])=[O:5].C([N-]C(C)C)(C)C.[Li+].C([Li])CCC.C(NC(C)C)(C)C.[CH3:68][C:69]([O:74][CH:75]1[CH2:80][CH2:79][CH2:78][CH2:77][O:76]1)([CH3:73])[CH2:70][CH:71]=[O:72].[Cl-].[NH4+]>O1CCCC1.C(OCC)C.CCCCCC>[Si:33]([O:32][C@@H:24]1[C@@:25]2([CH3:26])[C:20](=[CH:19][CH:18]=[C:17]3[C@@H:27]2[CH2:28][CH2:29][C@@:30]2([CH3:31])[C@H:16]3[CH2:15][CH2:14][C@@H:13]2[C@H:2]([CH3:1])[CH:3]([S:4]([C:7]2[CH:8]=[CH:9][CH:10]=[CH:11][CH:12]=2)(=[O:5])=[O:6])[CH:71]([OH:72])[CH2:70][C:69]([O:74][CH:75]2[CH2:80][CH2:79][CH2:78][CH2:77][O:76]2)([CH3:73])[CH3:68])[CH2:21][C@@H:22]([O:40][Si:41]([C:44]([CH3:46])([CH3:45])[CH3:47])([CH3:42])[CH3:43])[CH2:23]1)([C:36]([CH3:37])([CH3:38])[CH3:39])([CH3:35])[CH3:34] |f:1.2,6.7|. Procedure details: In 2 ml of tetrahydrofuran was dissolved 71 mg of 20-methyl-1α,3β-bis(t-butyldimethylsilyloxy)-21-phenylsulfonylpregna-5,7-diene and the solution was cooled in a dry ice-acetone bath under argon atmosphere. To the solution was added a 0.4-ml portion of a lithium diisopropylamide solution prepared from 2 ml of a 1.5N hexane solution of butyllithium and 0.5 ml of diisopropylamine in 10 ml of tetrahydrofuran. The resulting mixture was stirred at -30° C. for 30 minutes. The mixutre was again cooled ... Starting materials: C(C)(=O)OCC1=C(N2C(C(C2SC1)NC(CC=1N=C(SC1)C1=C(C=CC=C1)O)=O)=O)C(=O)O (3-[(Acetyloxy)methyl]-7-[[[2-(2-hydroxyphenyl)-4-thiazolyl]acetyl]amino]-8-oxo-5-thia-1-azabicyclo[4.2.0]oct-2-ene-2-carboxylic Acid), 8m, [SiH](CC)(CC)CC (Et3SiH), FC(C(=O)O)(F)F (trifluoroacetic acid). Run in C(CCl)Cl (ClCH2CH2Cl). Product: C(C)(=O)OCC1=C(N2C(C(C2SC1)NC(CC=1N=C(SC1)C1=CC(=CC=C1)O)=O)=O)C(=O)O (3-[(Acetyloxy)methyl]-7-[[[2-(3-hydroxyphenyl)-4-thiazolyl]acetyl]amino]-8-oxo-5-thia-1-azabicyclo[4.2.0]oct-2-ene-2-carboxylic Acid). The yield is 96.0%. RXN SMILES: [C:1]([O:4][CH2:5][C:6]1[CH2:13][S:12][CH:11]2[N:8]([C:9](=[O:30])[CH:10]2[NH:14][C:15](=[O:29])[CH2:16][C:17]2[N:18]=[C:19]([C:22]3[CH:27]=[CH:26][CH:25]=[CH:24][C:23]=3O)[S:20][CH:21]=2)[C:7]=1[C:31]([OH:33])=[O:32])(=[O:3])[CH3:2].[SiH](CC)(CC)CC.FC(F)(F)C(O)=[O:44]>C(Cl)CCl>[C:1]([O:4][CH2:5][C:6]1[CH2:13][S:12][CH:11]2[N:8]([C:9](=[O:30])[CH:10]2[NH:14][C:15](=[O:29])[CH2:16][C:17]2[N:18]=[C:19]([C:22]3[CH:27]=[CH:26][CH:25]=[C:24]([OH:44])[CH:23]=3)[S:20][CH:21]=2)[C:7]=1[C:31]([OH:33])=[O:32])(=[O:3])[CH3:2]. Procedure: The procedure used for the preparation of 9a was repeated with 8m (157 mg, 0.240 mmol), Et3SiH (0.383 mL, 2.40 mmol), and trifluoroacetic acid (0.739 mL, 9.59 mmol) in dry ClCH2CH2Cl (6 mL) at 0° C. under nitrogen to give 9m (113 mg, 96%) as a white solid after crystallization from THF/CH2Cl2 /hexane. mp 140° C. (dec); IR (KBr) 3600-2650 (br), 3286, 1782, 1738, 1671, 1230 cm-1 ; 1H NMR (DMSO-d6) δ1.98 (3H, s, CH3), 3.44 (1H, d, J=18.1 Hz), 3.59 (1H, d, J=18.1 Hz), 3.72 (2H, s, CH2), 4.64 (1H, d,...